The task is: describe an organic reaction: reactants, conditions, products, and yield. This data is from the Open Reaction Database (ORD), a public repository of structured organic reaction records. The reactants are [N+](=O)([O-])C1=CC=C(CNC(SC)=S)C=C1 (methyl N-(4-nitrobenzyl)dithiocarbamate), O.NN (hydrazine hydrate), MeOH-concd NH4OH. The solvent is C(C)O (ethanol). Yields the product [N+](=O)([O-])C1=CC=C(CNC(NN)=S)C=C1 (4-(4-Nitrobenzyl)-3-thiosemicarbazide). As a reaction SMILES: [N+:1]([C:4]1[CH:15]=[CH:14][C:7]([CH2:8][NH:9][C:10](=S)[S:11]C)=[CH:6][CH:5]=1)([O-:3])=[O:2].O.[NH2:17][NH2:18]>C(O)C>[N+:1]([C:4]1[CH:15]=[CH:14][C:7]([CH2:8][NH:9][C:10](=[S:11])[NH:17][NH2:18])=[CH:6][CH:5]=1)([O-:3])=[O:2] |f:1.2|. Procedure details: A solution of 187 g (772 mmole) of methyl N-(4-nitrobenzyl)dithiocarbamate and 450 ml of hydrazine hydrate in 1400 ml of absolute ethanol was stirred mechanically and heated to reflux. Precipitation began by the time the internal temperature reached about 40° C. After 2 hours at reflux, the mixture was cooled and allowed to stand at room temperature. The solid was collected on a filter, washed with ethanol, and dried to give 105 g (60%) of light yellow crystals, mp 196°-198° C. satisfactory puri... Starting materials: [Br-], Cc1ccc(S(=O)(=O)Nc2ccc(Br)c3c2C(=O)c2ccccc2C3=O)cc1, CCCC[N+](CCCC)(CCCC)CCCC, CI, Clc1ccccc1, [K+], [OH-]. Yields the product Cc1ccc(S(=O)(=O)N(C)c2ccc(Br)c3c2C(=O)c2ccccc2C3=O)cc1. As a reaction SMILES: [Br-:33].[Br:1][c:2]1[cH:3][cH:4][c:5]([NH:18][S:19](=[O:20])(=[O:21])[c:22]2[cH:23][cH:24][c:25]([CH3:28])[cH:26][cH:27]2)[c:6]2[c:15]1[C:14](=[O:16])[c:13]1[c:8]([cH:9][cH:10][cH:11][cH:12]1)[C:7]2=[O:17].[CH2:34]([N+:35]([CH2:36][CH2:37][CH2:38][CH3:39])([CH2:40][CH2:41][CH2:42][CH3:43])[CH2:44][CH2:45][CH2:46][CH3:47])[CH2:48][CH2:49][CH3:50].[CH3:31][I:32].[Cl:51][c:52]1[cH:53][cH:54][cH:55][cH:56][cH:57]1.[K+:30].[OH-:29]>>[Br:1][c:2]1[cH:3][cH:4][c:5]([N:18]([S:19](=[O:20])(=[O:21])[c:22]2[cH:23][cH:24][c:25]([CH3:28])[cH:26][cH:27]2)[CH3:31])[c:6]2[c:15]1[C:14](=[O:16])[c:13]1[c:8]([cH:9][cH:10][cH:11][cH:12]1)[C:7]2=[O:17]. Reactants: Cl (HCl), 6-(1-hydroxy-3-(2-thienyl)propyl-1,3-benzodioxolyl]pentanoate, COC(CCCCC1OC2=C(O1)C=C(C=C2)C(CCC=2SC=CC2)O)=O ((±)-Methyl-5-[[6-(1-hydroxy-3-(2-thienyl)propyl)]-1,3-benzodioxolyl]pentanoate), [OH-].[Li+] (lithium hydroxide), solution. The solvent is O (H2O), C1CCOC1 (THF). Conditions: temperature 23 celsius, time 16 hour. Product: OC(CCC=1SC=CC1)C=1C=CC2=C(OC(O2)CCCCC(=O)O)C1 ((±)-5-[[6-(1-hydroxy-3-(2-thienyl)propyl)]-1,3-benzodioxolyl]pentanoic acid). Isolated yield 99.0%. RXN SMILES: C[O:2][C:3](=[O:26])[CH2:4][CH2:5][CH2:6][CH2:7][CH:8]1[O:12][C:11]2[CH:13]=[C:14]([CH:17]([OH:25])[CH2:18][CH2:19][C:20]3[S:21][CH:22]=[CH:23][CH:24]=3)[CH:15]=[CH:16][C:10]=2[O:9]1.[OH-].[Li+].Cl>O.C1COCC1>[OH:25][CH:17]([C:14]1[CH:15]=[CH:16][C:10]2[O:9][CH:8]([CH2:7][CH2:6][CH2:5][CH2:4][C:3]([OH:26])=[O:2])[O:12][C:11]=2[CH:13]=1)[CH2:18][CH2:19][C:20]1[S:21][CH:22]=[CH:23][CH:24]=1 |f:1.2|. Procedure: A mixture of (±)-methyl-5-[[6-(1-hydroxy-3-(2-thienyl)propyl-1,3-benzodioxolyl]pentanoate (Compound 73, 35 mg, 0.093 mmol) and lithium hydroxide (0.37 ml of a 0.5N solution in H2O, 0.186 mmol) in THF (0.74 mL) was stirred at 23° C. for 16 hours. The mixture was acidified with 1N HCl and extracted with EtOAc. The organic portion was dried (MgSO4) filtered and concentrated in vacuo. Flash column chromatography (silica gel, 100% EtOAc) afforded 33.3 mg (99%) of the title compound. 1H NMR (300 MHz, ... Reactants: CC(C)(C)[Si](Cl)(c1ccccc1)c1ccccc1, Nc1ncnc2c1ncn2C1OC(CO)C(O)C1O, COC1OC(CO)C(O)C1O, O=CC(O)C(O)C(O)CO, OCC1OC(O)C(O)C1O, c1ncc2[nH]cnc2n1. Product: COC1OC(C(O)[Si](c2ccccc2)(c2ccccc2)C(C)(C)C)C(O)C1O. Reaction SMILES: [C:60]([CH3:61])([CH3:62])([CH3:63])[Si:64]([c:65]1[cH:66][cH:67][cH:68][cH:69][cH:70]1)([c:71]1[cH:72][cH:73][cH:74][cH:75][cH:76]1)[Cl:77].[NH2:10][c:11]1[c:12]2[c:13]([n:14]([CH:15]3[CH:16]([OH:17])[CH:18]([OH:19])[CH:20]([CH2:21][OH:22])[O:23]3)[cH:24][n:25]2)[n:26][cH:27][n:28]1.[O:29]([CH:30]1[CH:31]([OH:32])[CH:33]([OH:34])[CH:35]([CH2:37][OH:38])[O:36]1)[CH3:39].[O:40]=[CH:41][CH:42]([CH:43]([CH:44]([CH2:45][OH:46])[OH:47])[OH:48])[OH:49].[OH:50][CH:51]1[O:52][CH:53]([CH2:54][OH:55])[CH:56]([OH:57])[CH:58]1[OH:59].[n:1]1[cH:2][c:3]2[c:4]([n:5][cH:6][nH:7]2)[n:8][cH:9]1>>[O:29]([CH:30]1[CH:31]([OH:32])[CH:33]([OH:34])[CH:35]([CH:37]([OH:38])[Si:64]([C:60]([CH3:61])([CH3:62])[CH3:63])([c:65]2[cH:66][cH:67][cH:68][cH:69][cH:70]2)[c:71]2[cH:72][cH:73][cH:74][cH:75][cH:76]2)[O:36]1)[CH3:39].